From a dataset of the Open Reaction Database (ORD), a public repository of structured organic reaction records. describe an organic reaction: reactants, conditions, products, and yield Starting materials: ClC1=CC(=CN(C1=O)C)NC(C=1C(=NN(C1C(=O)O)C=1C(=NC(=NC1)OC)OC)C)C1=CC=C(C=C1)Cl (4-(((5-chloro-1-methyl-6-oxo-1,6-dihydropyridin-3-yl)amino)(4-chlorophenyl)methyl)-1-(2,4-dimethoxypyrimidin-5-yl)-3-methyl-1H-pyrazole-5-carboxylic acid). The solvent is C(Cl)Cl.CO (CH2Cl2 MeOH). Product: ClC1=CC(=CN(C1=O)C)N1C(C=2N(N=C(C2C1C1=CC=C(C=C1)Cl)C)C=1C(=NC(=NC1)OC)OC)=O (5-(5-chloro-1-methyl-6-oxo-1,6-dihydropyridin-3-yl)-4-(4-chlorophenyl)-1-(2,4-dimethoxypyrimidin-5-yl)-3-methyl-4,5-dihydropyrrolo[3,4-c]pyrazol-6(1H)-one). RXN SMILES: [Cl:1][C:2]1[C:7](=[O:8])[N:6]([CH3:9])[CH:5]=[C:4]([NH:10][CH:11]([C:31]2[CH:36]=[CH:35][C:34]([Cl:37])=[CH:33][CH:32]=2)[C:12]2[C:13]([CH3:30])=[N:14][N:15]([C:20]3[C:21]([O:28][CH3:29])=[N:22][C:23]([O:26][CH3:27])=[N:24][CH:25]=3)[C:16]=2[C:17](O)=[O:18])[CH:3]=1>C(Cl)Cl.CO>[Cl:1][C:2]1[C:7](=[O:8])[N:6]([CH3:9])[CH:5]=[C:4]([N:10]2[CH:11]([C:31]3[CH:36]=[CH:35][C:34]([Cl:37])=[CH:33][CH:32]=3)[C:12]3[C:13]([CH3:30])=[N:14][N:15]([C:20]4[C:21]([O:28][CH3:29])=[N:22][C:23]([O:26][CH3:27])=[N:24][CH:25]=4)[C:16]=3[C:17]2=[O:18])[CH:3]=1 |f:1.2|. Reported procedure: The title compound was prepared in analogy to the procedure described in Example 1 using 4-(((5-chloro-1-methyl-6-oxo-1,6-dihydropyridin-3-yl)amino)(4-chlorophenyl)methyl)-1-(2,4-dimethoxypyrimidin-5-yl)-3-methyl-1H-pyrazole-5-carboxylic acid (Step 52.4). tR: 4.45 min (HPLC 1); tR: 1.02 min (LC-MS 2); ESI-MS: 527/529 [M+H]+ (LC-MS 2); Rf=0.41 (CH2Cl2/MeOH 9:1); 1H NMR (400 MHz, DMSO-d6) δ ppm 1.99 (s, 3H) 3.41 (s, 3H) 3.93 (s, 3H) 3.96 (s, 3H) 6.21 (s, 1H) 7.30-7.36 (m, 2H) 7.38-7.44 (m, 2H) 7.8... Starting materials: N1=CC(=CC=C1)C1(CC1)CC#N ((1-Pyridin-3-yl-cyclopropyl)-acetonitrile), B.C1CCOC1 (borane THF). The solvent is C1CCOC1 (THF). Conditions: time 8 hour. Yields the product N1=CC(=CC=C1)C1(CC1)CCN (2-(1-Pyridin-3-yl-cyclopropyl)-ethylamine). Procedure details: To a cooled (0° C.) solution of 7-4 (31.3 g, 198 mmol) in 200 mL anhydrous THF was added borane-THF solution (1.5M, 660 mL, 990 mol). The reaction mixture was stirred at room temperature overnight. It was then quenched with methanol gradually until no gas was released. Then additional methanol (150 ml) was added, followed by 30 mL of 6N HCl. The mixture was stirred for 1 hr and concentrated to a viscous residue. It was then treated with 6N NaOH until pH >11 and stirred for 30 min and extracted f... RXN SMILES: [N:1]1[CH:6]=[CH:5][CH:4]=[C:3]([C:7]2([CH2:10][C:11]#[N:12])[CH2:9][CH2:8]2)[CH:2]=1.B.C1COCC1>C1COCC1>[N:1]1[CH:6]=[CH:5][CH:4]=[C:3]([C:7]2([CH2:10][CH2:11][NH2:12])[CH2:8][CH2:9]2)[CH:2]=1 |f:1.2|.